From a dataset of the Open Reaction Database (ORD), a public repository of structured organic reaction records. describe an organic reaction: reactants, conditions, products, and yield The reactants are OC(CN1CCNCC1)CO (1-(2,3-dihydroxypropyl)piperazine), ClC1=C(C(=O)O)C=CC=N1 (2-chloronicotinic acid). Solvent: O1CCOCC1 (dioxane). Yields the product OC(CN1CCN(CC1)C1=C(C(=O)O)C=CC=N1)CO (2-[4-(2,3-dihydroxypropyl)piperazin-1-yl]nicotinic acid). Reaction SMILES: [OH:1][CH:2]([CH2:10][OH:11])[CH2:3][N:4]1[CH2:9][CH2:8][NH:7][CH2:6][CH2:5]1.Cl[C:13]1[N:21]=[CH:20][CH:19]=[CH:18][C:14]=1[C:15]([OH:17])=[O:16]>O1CCOCC1>[OH:1][CH:2]([CH2:10][OH:11])[CH2:3][N:4]1[CH2:9][CH2:8][N:7]([C:13]2[N:21]=[CH:20][CH:19]=[CH:18][C:14]=2[C:15]([OH:17])=[O:16])[CH2:6][CH2:5]1. Reported procedure: Grams 32 of 1-(2,3-dihydroxypropyl)piperazine and 15.7 g of 2-chloronicotinic acid in 500 ml dioxane were refluxed for 8 hours. The reaction mixture was cooled, settled, the solvent separated and removed. The residue was triturated under heating with absolute ethanol and gave 16.2 g of 2-[4-(2,3-dihydroxypropyl)piperazin-1-yl]nicotinic acid melting at 210°-212° C. (with decomposition) The reactants are ClC=1N=C2C(=C(C=NC2=CC1)C(C)=O)NC1CCN(CC1)C (1-{6-chloro-4-[(1-methylpiperidin-4-yl)amino]-1,5-naphthyridin-3-yl}ethanone), ClC1=C(C(=CC(=C1)B1OC(C(O1)(C)C)(C)C)Cl)O (2,6-dichloro-4-(4,4,5,5-tetramethyl-1,3,2-dioxaborolan-2-yl)phenol). Product: ClC=1C=C(C=C(C1O)Cl)C=1N=C2C(=C(C=NC2=CC1)C(C)=O)NC1CCN(CC1)C (1-{6-(3,5-Dichloro-4-hydroxyphenyl)-4-[(1-methylpiperidin-4-yl)amino]-1,5-naphthyridin-3-yl}ethanone). Yield: 53.1%. Reaction SMILES: Cl[C:2]1[N:3]=[C:4]2[C:9](=[CH:10][CH:11]=1)[N:8]=[CH:7][C:6]([C:12](=[O:14])[CH3:13])=[C:5]2[NH:15][CH:16]1[CH2:21][CH2:20][N:19]([CH3:22])[CH2:18][CH2:17]1.[Cl:23][C:24]1[CH:29]=[C:28](B2OC(C)(C)C(C)(C)O2)[CH:27]=[C:26]([Cl:39])[C:25]=1[OH:40]>>[Cl:23][C:24]1[CH:29]=[C:28]([C:2]2[N:3]=[C:4]3[C:9](=[CH:10][CH:11]=2)[N:8]=[CH:7][C:6]([C:12](=[O:14])[CH3:13])=[C:5]3[NH:15][CH:16]2[CH2:21][CH2:20][N:19]([CH3:22])[CH2:18][CH2:17]2)[CH:27]=[C:26]([Cl:39])[C:25]=1[OH:40]. Procedure: Following general procedure II, 1-{6-chloro-4-[(1-methylpiperidin-4-yl)amino]-1,5-naphthyridin-3-yl}ethanone (70 mg, 0.22 mmol) was reacted with 2,6-dichloro-4-(4,4,5,5-tetramethyl-1,3,2-dioxaborolan-2-yl)phenol (95 mg, 0.33 mmol) to afford the desired product (52 mg, 53%) as a yellow solid: 1H NMR (500 MHz, CD3OD) δ 8.85 (s, 1H), 8.09-8.01 (m, 2H), 7.94 (s, 2H), 5.74-5.70 (m, 1H), 2.95-2.92 (m, 2H), 2.68 (s, 3H), 2.51 (t, J=11.7 Hz, 2H), 2.37 (s, 3H), 2.33-2.25 (m, 2H), 1.73-1.71 (m, 2H); ESI M... Reactants: C(C)(C)(C)C1=CC=C2C=NNC2=C1 (6-tert-butyl-1H-indazole), [OH-].[K+] (potassium hydroxide), II (iodine). Run in CN(C)C=O (DMF). Conditions: time 1 hour. Product: C(C)(C)(C)C1=CC=C2C(=NNC2=C1)I (6-tert-butyl-3-iodo-1H-indazole). Yield: 109.5%. RXN SMILES: [C:1]([C:5]1[CH:13]=[C:12]2[C:8]([CH:9]=[N:10][NH:11]2)=[CH:7][CH:6]=1)([CH3:4])([CH3:3])[CH3:2].[OH-].[K+].[I:16]I>CN(C=O)C>[C:1]([C:5]1[CH:13]=[C:12]2[C:8]([C:9]([I:16])=[N:10][NH:11]2)=[CH:7][CH:6]=1)([CH3:4])([CH3:2])[CH3:3] |f:1.2|. Reported procedure: To a solution of 6-tert-butyl-1H-indazole (1.02 g, 5.84 mmol) in DMF (20 ml) at room temperature was added potassium hydroxide (983 mg, 17.5 mmol) and iodine (2.22 g, 8.76 mmol). The maroon reaction mixture was stirred at room temperature for 1 h then quenched with 10% aqueous Na2S2O3 and diluted with water. The mixture was extracted with EtOAc (2×). The combined organics were washed with water, sat LiCl, and sat NaCl, then dried over MgSO4 and concentrated to afford 1.92 g 6-tert-butyl-3-iodo-1... Reactants: C(C)OC(CNCC1=C(C=CC=C1C)N)=O (N-(2-amino-6-methylbenzyl)glycine ethyl ester), [N+](=O)(O)[O-].CC1=NN(C(=C1)C)C(=N)N (3,5-dimethylpyrazole-1-carboxamidine nitrate). Run in C(C)O (ethanol). The product is CC1=C2CN3C(=NC2=CC=C1)NC(C3)=O (1,5-Dihydro-6-methylimidazo[2,1-b]quinazolin-2(3H)-one). Isolated yield 61.9%. As a reaction SMILES: C(O[C:4](=[O:16])[CH2:5][NH:6][CH2:7][C:8]1[C:13]([CH3:14])=[CH:12][CH:11]=[CH:10][C:9]=1[NH2:15])C.[N+]([O-])(O)=O.C[C:22]1C=C(C)N(C(N)=N)[N:23]=1>C(O)C>[CH3:14][C:13]1[CH:12]=[CH:11][CH:10]=[C:9]2[C:8]=1[CH2:7][N:6]1[CH2:5][C:4](=[O:16])[NH:23][C:22]1=[N:15]2 |f:1.2|. Reported procedure: A mixture of N-(2-amino-6-methylbenzyl)glycine ethyl ester (1.097 g, 0.0049 mole) and 3,5-dimethylpyrazole-1-carboxamidine nitrate (0.993 g, 0.0049 mole) in absolute ethanol (15 ml) was heated at reflux for 64 hours. The mixture then was filtered and the product washed with hot ethanol to yield the title compound (0.610 g, 61%); identical (ir, nmr) with authentic material prepared according to the procedure of J. Med. Chem., 18, 224 (1975)). Reactants: COCC(O)COC1CN(C(=O)OC(C)(C)C)CC(OCc2cc(OC)c3ccccc3c2)C1c1ccc(O)cc1, COc1ccc(F)cc1COCCCCl. The product is COCC(O)COC1CN(C(=O)OC(C)(C)C)CC(OCc2cc(OC)c3ccccc3c2)C1c1ccc(OCCCOCc2cc(F)ccc2OC)cc1. RXN SMILES: [C:1]([CH3:2])([CH3:3])([CH3:4])[O:5][C:6](=[O:7])[N:8]1[CH2:9][CH:10]([O:35][CH2:36][CH:37]([CH2:38][O:39][CH3:40])[OH:41])[CH:11]([c:28]2[cH:29][cH:30][c:31]([OH:34])[cH:32][cH:33]2)[CH:12]([O:14][CH2:15][c:16]2[cH:17][c:18]3[cH:19][cH:20][cH:21][cH:22][c:23]3[c:24]([O:26][CH3:27])[cH:25]2)[CH2:13]1.[Cl:42][CH2:43][CH2:44][CH2:45][O:46][CH2:47][c:48]1[c:49]([O:55][CH3:56])[cH:50][cH:51][c:52]([F:54])[cH:53]1>>[C:1]([CH3:2])([CH3:3])([CH3:4])[O:5][C:6](=[O:7])[N:8]1[CH2:9][CH:10]([O:35][CH2:36][CH:37]([CH2:38][O:39][CH3:40])[OH:41])[CH:11]([c:28]2[cH:29][cH:30][c:31]([O:34][CH2:43][CH2:44][CH2:45][O:46][CH2:47][c:48]3[c:49]([O:55][CH3:56])[cH:50][cH:51][c:52]([F:54])[cH:53]3)[cH:32][cH:33]2)[CH:12]([O:14][CH2:15][c:16]2[cH:17][c:18]3[cH:19][cH:20][cH:21][cH:22][c:23]3[c:24]([O:26][CH3:27])[cH:25]2)[CH2:13]1. Reactants: CC(C)([O-])C.[K+] (potassium tert-butoxide), Cl (HCl), ClC1=CC=C(C(C=O)=C1)O (5-Chlorosalicylaldehyde), C(C)OP(OCC)(=O)CC1=C(C=CC=C1)Br ((2-bromo-benzyl)-phosphonic acid diethyl ester). Run in O1CCCC1 (tetrahydrofuran), O (water), O1CCCC1 (tetrahydrofuran). Product: BrC1=C(C=CC=C1)\C=C\C1=C(C=CC(=C1)Cl)O (trans-2-bromo-5′-chloro-2′-hydroxystilbene). Yield: 81.3%. RXN SMILES: [Cl:1][C:2]1[CH:9]=[C:6]([CH:7]=O)[C:5]([OH:10])=[CH:4][CH:3]=1.C(OP([CH2:19][C:20]1[CH:25]=[CH:24][CH:23]=[CH:22][C:21]=1[Br:26])(=O)OCC)C.CC(C)([O-])C.[K+].Cl>O1CCCC1.O>[Br:26][C:21]1[CH:22]=[CH:23][CH:24]=[CH:25][C:20]=1/[CH:19]=[CH:7]/[C:6]1[CH:9]=[C:2]([Cl:1])[CH:3]=[CH:4][C:5]=1[OH:10] |f:2.3|. Reported procedure: 5-Chlorosalicylaldehyde (188 g, 1.2 mol) was added to a solution of (2-bromo-benzyl)-phosphonic acid diethyl ester (369 g, 1.2 mol) in tetrahydrofuran (1500 ml) under nitrogen. A solution of potassium tert-butoxide (300 g, 2.68 mol) in tetrahydrofuran (3000 ml) was added while keeping the temperature at 33° C. After completion of the reaction water (1800 ml) was added followed by 4N HCl (450 ml). The organic layer was washed with sodium carbonate solution (500 ml) and saturated NaCl solution. Th...